Task: describe an organic reaction: reactants, conditions, products, and yield. Dataset: the Open Reaction Database (ORD), a public repository of structured organic reaction records Reactants: CC(=O)c1ccc2c(c1)C(c1ccccc1F)=NC(C)C(=O)N2C, Cl, NO, c1ccncc1. Product: CC(=NO)c1ccc2c(c1)C(c1ccccc1F)=NC(C)C(=O)N2C. RXN SMILES: [C:1]([CH3:2])(=[O:3])[c:4]1[cH:5][cH:6][c:7]2[c:8]([cH:24]1)[C:9]([c:17]1[c:18]([F:23])[cH:19][cH:20][cH:21][cH:22]1)=[N:10][CH:11]([CH3:16])[C:12](=[O:15])[N:13]2[CH3:14].[ClH:25].[NH2:26][OH:27].[cH:28]1[cH:29][cH:30][n:31][cH:32][cH:33]1>>[C:1]([CH3:2])([c:4]1[cH:5][cH:6][c:7]2[c:8]([cH:24]1)[C:9]([c:17]1[c:18]([F:23])[cH:19][cH:20][cH:21][cH:22]1)=[N:10][CH:11]([CH3:16])[C:12](=[O:15])[N:13]2[CH3:14])=[N:26][OH:27]. The reactants are BrC(=CC1=C(C=C(C=C1)SC)Cl)Br (1,1-dibromo-2-[2-chloro-4-(methylsulphenyl)phenyl]ethene), [OH-].C(C1=CC=CC=C1)[N+](C)(C)C (N-benzyltrimethylammonium hydroxide), S(O)(O)(=O)=O (Sulphuric acid). The solvent is C1(=CC=CC=C1)C (toluene), CO (methanol), C1(=CC=CC=C1)C (toluene). Run at time 15 minute. Yields the product BrC#CC1=C(C=C(C=C1)SC)Cl (1-bromo-2-[2-chloro-4-(methylsulphenyl)phenyl]acetylene). The yield is 12381.4%. As a reaction SMILES: [OH-].C([N+](C)(C)C)C1C=CC=CC=1.[Br:13][C:14](Br)=[CH:15][C:16]1[CH:21]=[CH:20][C:19]([S:22][CH3:23])=[CH:18][C:17]=1[Cl:24].S(=O)(=O)(O)O>CO.C1(C)C=CC=CC=1>[Br:13][C:14]#[C:15][C:16]1[CH:21]=[CH:20][C:19]([S:22][CH3:23])=[CH:18][C:17]=1[Cl:24] |f:0.1|. Reported procedure: A suspension of Triton B (Reg Trade Mark, N-benzyltrimethylammonium hydroxide, 40% in methanol, 1.8 g) in toluene was added to a solution of 1,1-dibromo-2-[2-chloro-4-(methylsulphenyl)phenyl]ethene (0.96 g) in toluene. The mixture was stirred for 15 minutes. Sulphuric acid (2 m) was added and the resulting layers were separated. The organic layer was washed with water, dried (MgSO4) and filtered. The filtrate was evaporated to dryness and the residue was purified by chromotography eluted with a ... The reactants are IC (iodomethane), CN(C)C=O (DMF), [H-].[Na+] (sodium hydride), ClC1=NC=C(C(=C1)NC)C=1C=NN(C1)C (2-chloro-N-methyl-5-(1-methyl-1H-pyrazol-4-yl)pyridin-4-amine). The solvent is C(=O)(O)[O-].[Na+] (NaHCO3), C(C)(=O)OCC (ethyl acetate), C(Cl)Cl (CH2Cl2). Conditions: temperature 80 celsius, time 30 minute. The product is N (NH3), ClC1=NC=C(C(=C1)N(C)C)C=1C=NN(C1)C (2-chloro-N,N-dimethyl-5-(1-methyl-1H-pyrazol-4-yl)pyridin-4-amine). Isolated yield 92.0%. As a reaction SMILES: [CH3:1][N:2](C=O)C.[H-].[Na+].[Cl:8][C:9]1[CH:14]=[C:13]([NH:15][CH3:16])[C:12]([C:17]2[CH:18]=[N:19][N:20]([CH3:22])[CH:21]=2)=[CH:11][N:10]=1.IC>C([O-])(O)=O.[Na+].C(OCC)(=O)C.C(Cl)Cl>[NH3:2].[Cl:8][C:9]1[CH:14]=[C:13]([N:15]([CH3:1])[CH3:16])[C:12]([C:17]2[CH:18]=[N:19][N:20]([CH3:22])[CH:21]=2)=[CH:11][N:10]=1 |f:1.2,5.6|. Procedure: DMF (2.99 mL) was slowly added to stirred sodium hydride (60% in oil; 51 mg, 1.28 mmol) and 2-chloro-N-methyl-5-(1-methyl-1H-pyrazol-4-yl)pyridin-4-amine (Intermediate I-15) (104 mg, 0.467 mmol) at room temperature. The mixture was warmed to 80° C. for 10 minutes, followed by addition of iodomethane (0.035 mL, 0.560 mmol). The mixture was stirred at 80° C. for 30 minutes, then cooled and diluted with saturated aqueous NaHCO3 (45 mL) and ethyl acetate (70 mL). After stirring for 10 minutes, the o... The reactants are C(C)C1=NN(C2=C(C=C(C=C12)C(=O)OCC)OC)C (ethyl 3-ethyl-7-methoxy-1-methyl-1H-indazole-5-carboxylate), [Li+].[OH-] (LiOH). Solvent: C1CCOC1 (THF). Yields the product C(C)C1=NN(C2=C(C=C(C=C12)C(=O)O)OC)C (3-Ethyl-7-methoxy-1-methyl-1H-indazole-5-carboxylic acid). The yield is 98.2%. RXN SMILES: [CH2:1]([C:3]1[C:11]2[C:6](=[C:7]([O:17][CH3:18])[CH:8]=[C:9]([C:12]([O:14]CC)=[O:13])[CH:10]=2)[N:5]([CH3:19])[N:4]=1)[CH3:2].[Li+].[OH-]>C1COCC1>[CH2:1]([C:3]1[C:11]2[C:6](=[C:7]([O:17][CH3:18])[CH:8]=[C:9]([C:12]([OH:14])=[O:13])[CH:10]=2)[N:5]([CH3:19])[N:4]=1)[CH3:2] |f:1.2|. Procedure: To a solution of ethyl 3-ethyl-7-methoxy-1-methyl-1H-indazole-5-carboxylate (52 mg, 0.20 mmol) in THF (1.5 mL) was added 1 M LiOH (0.36 mL, 0.36 mmol). The mixture was heated at reflux overnight. The reaction was cooled to room temperature, concentrated, triturated with 1 N HCl, the filtered solids were then washed with water and air dried to provide the title compound (46 mg, 94%). Starting materials: FC(C(=O)OCC)C1=CC=C(C=C1)Cl (ethyl α-fluoro-4-chlorophenylacetate), C(C)(C)Br (isopropyl bromide), [H-].[Na+] (sodium hydride), mixture, CN(P(=O)(N(C)C)N(C)C)C (hexamethylphosphoramide), ice water. Run in C1=CC=CC=C1 (benzene). Reaction conditions: temperature 35 celsius, time 22 hour. Yields the product FC(C(=O)OCC)(C(C)C)C1=CC=C(C=C1)Cl (ethyl α-fluoro-α-isopropyl-4-chlorophenylacetate). Isolated yield 61.4%. As a reaction SMILES: [F:1][CH:2]([C:8]1[CH:13]=[CH:12][C:11]([Cl:14])=[CH:10][CH:9]=1)[C:3]([O:5][CH2:6][CH3:7])=[O:4].[CH:15](Br)([CH3:17])[CH3:16].[H-].[Na+].CN(C)P(N(C)C)(N(C)C)=O>C1C=CC=CC=1>[F:1][C:2]([C:8]1[CH:9]=[CH:10][C:11]([Cl:14])=[CH:12][CH:13]=1)([CH:15]([CH3:17])[CH3:16])[C:3]([O:5][CH2:6][CH3:7])=[O:4] |f:2.3|. Reported procedure: A mixture of ethyl α-fluoro-4-chlorophenylacetate (2.3 g), isopropyl bromide (1.10 g), sodium hydride (0.56 g of a 50% mixture in oil), dry hexamethylphosphoramide (6 ml) and dry benzene (6 ml) was heated with stirring at a temperature of 35° C. under nitrogen for a period of 22 hours. The reaction mixture was poured into ice-water and the aqueous mixture extracted with methylene chloride. The methylene chloride extract was dried over anhydrous sodium sulfate and solvent removed by distillation ... Reactants: solid, ClC1=C(C=CC=C1)N1N=CC=C1C1=CC=C(C=C1)[N+](=O)[O-] (1-(2-chloro-phenyl)-5-(4-nitro-phenyl)-1H-pyrazole), ClC1=C(C=CC=C1)N1N=CC=C1C1=CC=C(C=C1)[N+](=O)[O-] (1-(2-chloro-phenyl)-5-(4-nitro-phenyl)-1H-pyrazole), C1(=CC=C(C=C1)CC#N)C (2-(p-tolyl)-acetonitrile). Product: ClC1=C(C=CC=C1)N1N=CC=C1C1=CC=2C(=NOC2C2=CC=C(C=C2)C)C=C1 (5-[2-(2-Chloro-phenyl)-2H-pyrazol-3-yl]-3-p-tolyl-benzo[c]isoxazole). As a reaction SMILES: [Cl:1][C:2]1[CH:7]=[CH:6][CH:5]=[CH:4][C:3]=1[N:8]1[C:12]([C:13]2[CH:18]=[CH:17][C:16]([N+:19]([O-])=[O:20])=[CH:15][CH:14]=2)=[CH:11][CH:10]=[N:9]1.[C:22]1([CH3:31])[CH:27]=[CH:26][C:25]([CH2:28]C#N)=[CH:24][CH:23]=1>>[Cl:1][C:2]1[CH:7]=[CH:6][CH:5]=[CH:4][C:3]=1[N:8]1[C:12]([C:13]2[CH:18]=[CH:17][C:16]3=[N:19][O:20][C:31]([C:22]4[CH:27]=[CH:26][C:25]([CH3:28])=[CH:24][CH:23]=4)=[C:15]3[CH:14]=2)=[CH:11][CH:10]=[N:9]1. Reported procedure: The title compound, light green solid (39 mg, 30%), MS (ISP) m/z=386.2 [(M+H)+], mp 176° C., was prepared in accordance with the general method of example 1 from 1-(2-chloro-phenyl)-5-(4-nitro-phenyl)-1H-pyrazole (intermediate L) (100 mg, 353 μmol) and commercially available 2-(p-tolyl)-acetonitrile.